This data is from the Open Reaction Database (ORD), a public repository of structured organic reaction records. The task is: describe an organic reaction: reactants, conditions, products, and yield Starting materials: CC(C)(C)OC(=O)NC1CCCCC1OCc1ccccc1, CO. Product: CC(C)(C)OC(=O)NC1CCCCC1O. Reaction SMILES: [C:1]([CH3:2])([CH3:3])([CH3:4])[O:5][C:6](=[O:7])[NH:8][CH:9]1[CH:10]([O:15][CH2:16][c:17]2[cH:18][cH:19][cH:20][cH:21][cH:22]2)[CH2:11][CH2:12][CH2:13][CH2:14]1.[CH3:23][OH:24]>>[C:1]([CH3:2])([CH3:3])([CH3:4])[O:5][C:6](=[O:7])[NH:8][CH:9]1[CH:10]([OH:15])[CH2:11][CH2:12][CH2:13][CH2:14]1. The reactants are CNC(=O)C1C(CCC1)=O (2-(N-methylcarbamoyl)cyclopentanone), S (H2S). Solvent: Cl (HCl), C(C)O (ethanol), Cl (HCl). Run at temperature 0 celsius, time 5 hour. Yields the product CN1C(=O)C2=C(S1)CCC2 (2-methyl-4,5-trimethylene-4-isothiazoline-3-one). RXN SMILES: [CH3:1][NH:2][C:3]([CH:5]1[CH2:9][CH2:8][CH2:7][C:6]1=O)=[O:4].[SH2:11]>C(O)C.Cl>[CH3:1][N:2]1[S:11][C:6]2[CH2:7][CH2:8][CH2:9][C:5]=2[C:3]1=[O:4]. Procedure: 5 g of 2-(N-methylcarbamoyl)cyclopentanone are dissolved in 100 cc of anhydrous ethanol saturated by anhydrous HCl gas. Into this solution, cooled to 0° C., there is passed for 5 hours a current of H2S and HCl gas. After having de-gassed the reaction mixture, there is added, with agitation, 0.5 molar equivalent of sodium metaperiodate fixed on acidic alumina (Al2O3), the temperature being maintained at 0° C. One-half hour later the reaction mixture is filtered. The filtrate is concentrated under... Starting materials: ClC=1C=CC(=C(C1)O)C1=NC2=C(N1CC(C)(C)C)C=C(C(=C2)F)F (5-chloro-2-[1-(2,2-dimethyl-propyl)-5,6-difluoro-1H-benzoimidazol-2-yl]-phenol), BrCC1=C(C=C(C#N)C=C1)F (4-bromomethyl-3-fluoro-benzonitrile), brown solid. Product: ClC=1C=CC(=C(OCC2=C(C=C(C#N)C=C2)F)C1)C1=NC2=C(N1CC(C)(C)C)C=C(C(=C2)F)F (4-{5-Chloro-2-[1-(2,2-dimethyl-propyl)-5,6-difluoro-1H-benzoimidazol-2-yl]-phenoxymethyl}-3-fluoro-benzonitrile). Reaction SMILES: [Cl:1][C:2]1[CH:3]=[CH:4][C:5]([C:9]2[N:13]([CH2:14][C:15]([CH3:18])([CH3:17])[CH3:16])[C:12]3[CH:19]=[C:20]([F:24])[C:21]([F:23])=[CH:22][C:11]=3[N:10]=2)=[C:6]([OH:8])[CH:7]=1.Br[CH2:26][C:27]1[CH:34]=[CH:33][C:30]([C:31]#[N:32])=[CH:29][C:28]=1[F:35]>>[Cl:1][C:2]1[CH:3]=[CH:4][C:5]([C:9]2[N:13]([CH2:14][C:15]([CH3:18])([CH3:17])[CH3:16])[C:12]3[CH:19]=[C:20]([F:24])[C:21]([F:23])=[CH:22][C:11]=3[N:10]=2)=[C:6]([CH:7]=1)[O:8][CH2:26][C:27]1[CH:34]=[CH:33][C:30]([C:31]#[N:32])=[CH:29][C:28]=1[F:35]. Procedure details: The title compound was prepared in analogy to Example 5, intermediate a, from 5-chloro-2-[1-(2,2-dimethyl-propyl)-5,6-difluoro-1H-benzoimidazol-2-yl]-phenol and 4-bromomethyl-3-fluoro-benzonitrile (CAS Reg. No. 105942-09-4). Light brown solid (95%). MS (Turbo Spray): m/z=483.8 (M+H). Reactants: C(C)OC(C[C@H](CCCN1C([C@H](C[C@H]1C)NCC1=NC=2NCCCC2C=C1)=O)C=1C=NC(=NC1)C)=O (3(S)-(2-Methyl-pyrimidin-5-yl)-6-{5(R)-methyl-2-oxo-3(S)-[(5,6,7,8-tetrahydro-[1,8]naphthyridin-2-yl-methyl)-amino]-pyrrolidin-1-yl}-hexanoic Acid Ethyl Ester), O.[OH-].[Li+] (lithium hydroxide monohydrate). The solvent is O1CCCC1 (tetrahydrofuran), O (water). Reaction conditions: time 16 hour. The product is CC1=NC=C(C=N1)[C@H](CC(=O)O)CCCN1C([C@H](C[C@H]1C)NCC1=NC=2NCCCC2C=C1)=O (3(S)-(2-Methyl-pyrimidin-5-yl)-6-{5(R)-methyl-2-oxo-3(S)-[(5,6,7,8-tetrahydro-[1,8]naphthyridin-2-yl-methyl)-amino]-pyrrolidin-1-yl}-hexanoic Acid). RXN SMILES: C([O:3][C:4](=[O:36])[CH2:5][C@@H:6]([C:29]1[CH:30]=[N:31][C:32]([CH3:35])=[N:33][CH:34]=1)[CH2:7][CH2:8][CH2:9][N:10]1[C@H:14]([CH3:15])[CH2:13][C@H:12]([NH:16][CH2:17][C:18]2[CH:27]=[CH:26][C:25]3[CH2:24][CH2:23][CH2:22][NH:21][C:20]=3[N:19]=2)[C:11]1=[O:28])C.O.[OH-].[Li+]>O1CCCC1.O>[CH3:35][C:32]1[N:33]=[CH:34][C:29]([C@@H:6]([CH2:7][CH2:8][CH2:9][N:10]2[C@H:14]([CH3:15])[CH2:13][C@H:12]([NH:16][CH2:17][C:18]3[CH:27]=[CH:26][C:25]4[CH2:24][CH2:23][CH2:22][NH:21][C:20]=4[N:19]=3)[C:11]2=[O:28])[CH2:5][C:4]([OH:36])=[O:3])=[CH:30][N:31]=1 |f:1.2.3|. Procedure details: To a stirred solution of 5-6 (110 mg) in tetrahydrofuran (4.5 mL) was added lithium hydroxide monohydrate (45 mg) in water (4.5 mL) and the mixture was stirred for 16 h. The reaction mixture was concentrated at reduced pressure and the resulting oil was purified by flash column chromatography (silica gel, 30:3:3 to 50:5:5% ethanol/ammonium hydroxide/water in ethyl acetate) to give 5-7 as a white solid. The reactants are C(C)OC([C@@H](NC(C1=C(C=CC=C1Cl)Cl)=O)CC1=CC(=C(C=C1)C1=C(C=CC=C1)OC)C(C)O)=O (N-(2,6-dichlorobenzoyl)-3-(1-hydroxyethyl)-4-(2-methoxyphenyl)-L-phenylalanine ethyl ester), [SiH](CC)(CC)CC (Et3SiH), B(F)(F)F.CCOCC (BF3.Et2O). The solvent is CC#N (CH3CN). Run at time 1 hour. Product: C(C)OC([C@@H](NC(C1=C(C=CC=C1Cl)Cl)=O)CC1=CC(=C(C=C1)C1=C(C=CC=C1)OC)CC)=O (N-(2,6-dichlorobenzoyl)-3-ethyl-4-(2-methoxyphenyl)-L-phenylalanine ethyl ester). The yield is 50.3%. RXN SMILES: [CH2:1]([O:3][C:4](=[O:35])[C@H:5]([CH2:17][C:18]1[CH:23]=[CH:22][C:21]([C:24]2[CH:29]=[CH:28][CH:27]=[CH:26][C:25]=2[O:30][CH3:31])=[C:20]([CH:32](O)[CH3:33])[CH:19]=1)[NH:6][C:7](=[O:16])[C:8]1[C:13]([Cl:14])=[CH:12][CH:11]=[CH:10][C:9]=1[Cl:15])[CH3:2].[SiH](CC)(CC)CC.B(F)(F)F.CCOCC>CC#N>[CH2:1]([O:3][C:4](=[O:35])[C@H:5]([CH2:17][C:18]1[CH:23]=[CH:22][C:21]([C:24]2[CH:29]=[CH:28][CH:27]=[CH:26][C:25]=2[O:30][CH3:31])=[C:20]([CH2:32][CH3:33])[CH:19]=1)[NH:6][C:7](=[O:16])[C:8]1[C:9]([Cl:15])=[CH:10][CH:11]=[CH:12][C:13]=1[Cl:14])[CH3:2] |f:2.3|. Reported procedure: To a solution of N-(2,6-dichlorobenzoyl)-3-(1-hydroxyethyl)-4-(2-methoxyphenyl)-L-phenylalanine ethyl ester (0.08 g) in CH3CN (3 mL) at 0° C. was added Et3SiH (0.075 mL) followed by BF3.Et2O (0.0197 mL). The mixture was warmed to room temperature and stirred for 1 h. The reaction was quenched with CH3OH/H2O and the mixture was extracted with CH2Cl2. The organic layer was dried (MgSO4), filtered and evaporated. The residue was purified by preparative TLC (silica gel; eluent: EtOAc/hexane 1/2) to ... The reactants are COC(=O)c1sc(-n2cnc3cc(Br)ccc32)cc1O[Si](C)(C)C(C)(C)C, C1CCOC1, CCCC[N+](CCCC)(CCCC)CCCC, [F-]. Yields the product COC(=O)c1sc(-n2cnc3cc(Br)ccc32)cc1O. As a reaction SMILES: [Br:1][c:2]1[cH:3][c:4]2[c:5]([n:6](-[c:9]3[cH:10][c:11]([O:18][Si:19]([C:20]([CH3:21])([CH3:22])[CH3:23])([CH3:24])[CH3:25])[c:12]([C:14](=[O:15])[O:16][CH3:17])[s:13]3)[cH:7][n:8]2)[cH:26][cH:27]1.[CH2:46]1[O:47][CH2:48][CH2:49][CH2:50]1.[CH3:29][CH2:30][CH2:31][CH2:32][N+:33]([CH2:34][CH2:35][CH2:36][CH3:37])([CH2:38][CH2:39][CH2:40][CH3:41])[CH2:42][CH2:43][CH2:44][CH3:45].[F-:28]>>[Br:1][c:2]1[cH:3][c:4]2[c:5]([n:6](-[c:9]3[cH:10][c:11]([OH:18])[c:12]([C:14](=[O:15])[O:16][CH3:17])[s:13]3)[cH:7][n:8]2)[cH:26][cH:27]1. Reactants: ice water, C(C)OC=1C=CC(=NC1C)N (5-ethoxy-6-methyl-pyridin-2-amine), C(CC(=O)C)(=O)OCC (ethyl acetoacetate), polyphosphoric acid, polyphosphoric acid, [OH-].[Na+] (sodium hydroxide). Run at temperature 95 celsius. The product is C(C)OC=1C=CC=2N(C(C=C(N2)C)=O)C1C (7-ethoxy-2,6-dimethylpyrido[1,2-a]pyrimidin-4-one). RXN SMILES: [CH2:1]([O:3][C:4]1[CH:5]=[CH:6][C:7]([NH2:11])=[N:8][C:9]=1[CH3:10])[CH3:2].[C:12](OCC)(=[O:17])[CH2:13][C:14]([CH3:16])=O.[OH-].[Na+]>>[CH2:1]([O:3][C:4]1[CH:5]=[CH:6][C:7]2[N:8]([C:9]=1[CH3:10])[C:12](=[O:17])[CH:13]=[C:14]([CH3:16])[N:11]=2)[CH3:2] |f:2.3|. Procedure: A mixture of 5-ethoxy-6-methyl-pyridin-2-amine (22.0 g) and ethyl acetoacetate (22.4 ml) was stirred at ambient temperature while polyphosphoric acid (47 ml) was added slowly. After the addition the mixture was warmed gradually on a steam bath, with caution, until an exotherm occurred with considerable frothing. After the reaction had subsided the mixture was heated for 75 minutes at 95° C., then cooled and added to ice/water. When all the polyphosphoric acid had dissolved the mixture was basifi...